Dataset: the Open Reaction Database (ORD), a public repository of structured organic reaction records. Task: describe an organic reaction: reactants, conditions, products, and yield Reactants: NC=1C=C(C=CC1Cl)NC(C1=C(N=C(C=C1)C(F)(F)F)C)=O (N-(3-amino-4-chlorophenyl)-2-methyl-6-(trifluoromethyl)nicotinamide), FC1=C(C(=O)O)C=CC=C1 (2-fluorobenzoic acid). Product: ClC1=C(C=C(C=C1)NC(C1=C(N=C(C=C1)C(F)(F)F)C)=O)NC(C1=C(C=CC=C1)F)=O (N-(4-chloro-3-(2-fluorobenzoamido)phenyl)-2-methyl-6-(trifluoromethyl)-nicotinamide). Reaction SMILES: [NH2:1][C:2]1[CH:3]=[C:4]([NH:9][C:10](=[O:22])[C:11]2[CH:16]=[CH:15][C:14]([C:17]([F:20])([F:19])[F:18])=[N:13][C:12]=2[CH3:21])[CH:5]=[CH:6][C:7]=1[Cl:8].[F:23][C:24]1[CH:32]=[CH:31][CH:30]=[CH:29][C:25]=1[C:26](O)=[O:27]>>[Cl:8][C:7]1[CH:6]=[CH:5][C:4]([NH:9][C:10](=[O:22])[C:11]2[CH:16]=[CH:15][C:14]([C:17]([F:20])([F:19])[F:18])=[N:13][C:12]=2[CH3:21])=[CH:3][C:2]=1[NH:1][C:26](=[O:27])[C:25]1[CH:29]=[CH:30][CH:31]=[CH:32][C:24]=1[F:23]. Procedure details: N-(3-amino-4-chlorophenyl)-2-methyl-6-(trifluoromethyl)nicotinamide (0.15 mmol) was used in general procedure 2 with 2-fluorobenzoic acid (0.167 mmol). The product was purified by RP-HPLC to give N-(4-chloro-3-(2-fluorobenzoamido)phenyl)-2-methyl-6-(trifluoromethyl)-nicotinamide. MS (Q1) 452.3 (M)+ The product is C(=C\CCCCCCC)/C1=NC2=CC=CC=C2C(C1C)=O (2-(trans-1-nonenyl)-3-methyl-4-quinolone). The yield is 77.1%. Solvent: O (water). Procedure details: 30 ml of an aqueous solution of 6.30 g (45.6 mmols) of potassium carbonate was added to a solution of 2.47 g (7.60 mmols) of 2-(trans-1-nonenyl)-3-methyl-4-acetoxyquinoline, 250 ml of methanol and 50 ml of water and stirred at room temperature for 13 hours. This solution was neutralized with 1N hydrochloric acid, after which the solvent was distilled off under reduced pressure, to which 100 ml of chloroform was added, followed by washing with water and drying with sodium sulfate. The solvent was... As a reaction SMILES: C(=O)([O-])[O-].[K+].[K+].[CH:7](/[C:16]1[C:25]([CH3:26])=[C:24]([O:27]C(=O)C)[C:23]2[C:18](=[CH:19][CH:20]=[CH:21][CH:22]=2)[N:17]=1)=[CH:8]\[CH2:9][CH2:10][CH2:11][CH2:12][CH2:13][CH2:14][CH3:15].CO.Cl>O>[CH:7](/[C:16]1[CH:25]([CH3:26])[C:24](=[O:27])[C:23]2[C:18](=[CH:19][CH:20]=[CH:21][CH:22]=2)[N:17]=1)=[CH:8]\[CH2:9][CH2:10][CH2:11][CH2:12][CH2:13][CH2:14][CH3:15] |f:0.1.2|. The reactants are aqueous solution, C([O-])([O-])=O.[K+].[K+] (potassium carbonate), C(=C\CCCCCCC)/C1=NC2=CC=CC=C2C(=C1C)OC(C)=O (2-(trans-1-nonenyl)-3-methyl-4-acetoxyquinoline), CO (methanol), Cl (hydrochloric acid). Run at time 13 hour. The reactants are CCOC(C)=O, O=C([O-])[O-], CC(C)=CCBr, CC(C)=O, CCCCCCC, [K+], [K+], N#Cc1nc2ccc(O)cc2s1. Yields the product CC(C)=CCOc1ccc2nc(C#N)sc2c1. As a reaction SMILES: [C:29]([O:30][CH2:31][CH3:32])(=[O:33])[CH3:34].[C:5](=[O:6])([O-:7])[O-:8].[CH2:11]([CH:12]=[C:13]([CH3:14])[CH3:15])[Br:16].[CH3:1][C:2](=[O:3])[CH3:4].[CH3:35][CH2:36][CH2:37][CH2:38][CH2:39][CH2:40][CH3:41].[K+:10].[K+:9].[OH:17][c:18]1[cH:19][c:20]2[c:21]([n:22][c:23]([C:25]#[N:26])[s:24]2)[cH:27][cH:28]1>>[CH2:11]([CH:12]=[C:13]([CH3:14])[CH3:15])[O:17][c:18]1[cH:19][c:20]2[c:21]([n:22][c:23]([C:25]#[N:26])[s:24]2)[cH:27][cH:28]1. Starting materials: NC1=C(C2=C(S1)CCC2)C(=O)C2=CC=C(C=C2)F ((2-amino-5,6-dihydro-4H-cyclopenta[b]thiophen-3-yl)-(4-fluoro-phenyl)-methanone), FC(C(CC(C)=O)=O)(F)F (1,1,1-trifluoro-pentane-2,4-dione). The reagents and catalysts are S(O)(O)(=O)=O (sulfuric acid). Solvent: C(C)(=O)O (acetic acid). Conditions: temperature 100 celsius, time 10 minute. Product: FC(C(=O)C=1C(=C2C(=NC1C)SC1=C2CCC1)C1=CC=C(C=C1)F)(F)F (2,2,2-trifluoro-1-[4-(4-fluoro-phenyl)-2-methyl-6,7-dihydro-5H-cyclopenta[4,5]thieno[2,3-b]pyridin-3-yl)-ethanone). Yield: 13.9%. RXN SMILES: [NH2:1][C:2]1[S:6][C:5]2[CH2:7][CH2:8][CH2:9][C:4]=2[C:3]=1[C:10]([C:12]1[CH:17]=[CH:16][C:15]([F:18])=[CH:14][CH:13]=1)=O.[F:19][C:20]([F:28])([F:27])[C:21](=[O:26])[CH2:22][C:23](=O)[CH3:24]>C(O)(=O)C.S(=O)(=O)(O)O>[F:19][C:20]([F:28])([F:27])[C:21]([C:22]1[C:10]([C:12]2[CH:17]=[CH:16][C:15]([F:18])=[CH:14][CH:13]=2)=[C:3]2[C:4]3[CH2:9][CH2:8][CH2:7][C:5]=3[S:6][C:2]2=[N:1][C:23]=1[CH3:24])=[O:26]. Reported procedure: To a stirred solution of 50 mg (0.19 mmol) (2-amino-5,6-dihydro-4H-cyclopenta[b]thiophen-3-yl)-(4-fluoro-phenyl)-methanone in 2 ml acetic acid was added 0.024 ml (0.19 mmol) of 1,1,1-trifluoro-pentane-2,4-dione and one drop of sulfuric acid. The mixture was then stirred at 100° C. for 10 minutes in a microwave and then concentrated in vacuo. Flash chromatography (heptane/ethyl acetate 9:1) afforded 10 mg (14%) 2,2,2-trifluoro-1-[4-(4-fluoro-phenyl)-2-methyl-6,7-dihydro-5H-cyclopenta[4,5]thieno[2... Reactants: [Li]C(C)(C)C, O=C=O, C1CCOC1, Cc1ccc(C2=CCC(C)(C)c3ccc(Br)cc32)cc1. Product: Cc1ccc(C2=CCC(C)(C)c3ccc(C(=O)O)cc32)cc1. As a reaction SMILES: [C:21]([Li:22])([CH3:23])([CH3:24])[CH3:25].[C:26](=[O:27])=[O:28].[CH2:29]1[O:30][CH2:31][CH2:32][CH2:33]1.[CH3:1][c:2]1[cH:3][cH:4][c:5]([C:8]2=[CH:9][CH2:10][C:11]([CH3:19])([CH3:20])[c:12]3[cH:13][cH:14][c:15]([Br:18])[cH:16][c:17]32)[cH:6][cH:7]1>>[CH3:1][c:2]1[cH:3][cH:4][c:5]([C:8]2=[CH:9][CH2:10][C:11]([CH3:19])([CH3:20])[c:12]3[cH:13][cH:14][c:15]([C:26](=[O:27])[OH:28])[cH:16][c:17]32)[cH:6][cH:7]1.